This data is from the Open Reaction Database (ORD), a public repository of structured organic reaction records. The task is: describe an organic reaction: reactants, conditions, products, and yield Product: FC1=CC=C2CCC(C2=C1)(O)CC(=O)OCC (ethyl 2-(6-fluoro-1-hydroxy-1-indanyl)acetate). The reactants are FC1=CC=C2CCC(C2=C1)=O (6-fluoro-1-indanone), BrCC(=O)OCC (ethyl bromoacetate), II (iodine). As a reaction SMILES: [F:1][C:2]1[CH:10]=[C:9]2[C:5]([CH2:6][CH2:7][C:8]2=[O:11])=[CH:4][CH:3]=1.Br[CH2:13][C:14]([O:16][CH2:17][CH3:18])=[O:15].II>C(OCC)C.C1C=CC=CC=1.[Zn]>[F:1][C:2]1[CH:10]=[C:9]2[C:5]([CH2:6][CH2:7][C:8]2([CH2:13][C:14]([O:16][CH2:17][CH3:18])=[O:15])[OH:11])=[CH:4][CH:3]=1 |f:3.4|. Run in C(C)OCC.C1=CC=CC=C1 (diethyl ether benzene). The yield is 95.8%. Reagents/catalysts: [Zn] (zinc). Procedure details: A mixture of 6-fluoro-1-indanone (5.0 g, 33.3 mmol), ethyl bromoacetate (8.3 g, 50.0 mmol, Aldrich), activated zinc powder (3.2 g, 50.0 mmol, Mallinckrodt; Org. Synth., Coll. Vol. 6, 290, 1988) and a few crystals of iodine in diethyl ether-benzene (1:1, 100 mL) was heated at reflux under nitrogen for 24 h. The mixture was filtered and the filtrate was concentrated in vacuo. The residue in diethyl ether was vigorously stirred with excess dilute ammonium hydroxide, dried and concentrated to give e... The reactants are CC(C)(C)CCCCCC(=O)Cl, [K+], [OH-], O, OOC1(c2ccccc2)CCCCC1, c1ccccc1. The product is CC(C)(C)CCCCCC(=O)OOOC1(c2ccccc2)CCCCC1. As a reaction SMILES: [C:23]([CH2:24][CH2:25][CH2:26][CH2:27][CH2:28][C:29]([CH3:30])([CH3:31])[CH3:32])(=[O:33])[Cl:34].[K+:2].[OH-:1].[OH2:35].[c:3]1([C:9]2([O:15][OH:16])[CH2:10][CH2:11][CH2:12][CH2:13][CH2:14]2)[cH:4][cH:5][cH:6][cH:7][cH:8]1.[cH:17]1[cH:18][cH:19][cH:20][cH:21][cH:22]1>>[O:1]=[C:23]([CH2:24][CH2:25][CH2:26][CH2:27][CH2:28][C:29]([CH3:30])([CH3:31])[CH3:32])[O:33][O:16][O:15][C:9]1([c:3]2[cH:4][cH:5][cH:6][cH:7][cH:8]2)[CH2:10][CH2:11][CH2:12][CH2:13][CH2:14]1. Starting materials: ClC1=CC=C2C(=C1)NC(C21C(NC(CC1C1=C(C=CC(=C1)Cl)OCC(C)C(=O)O)=O)C1=C(C=CC(=C1)F)F)=O (racemic (2′S,3S,4′R)-6-chloro-4′-[5-chloro-2-(2-hydroxycarbonyl-2-methyl-ethoxy)-phenyl]-2′-(2,5-difluoro phenyl)spiro[3H-indole-3,3′-piperidine]-2,6′(1H)-dione), Cl.CNC (dimethylamine hydrochloride), CCN=C=NCCCN(C)C.Cl (EDC.HCl), C=1C=CC2=C(C1)N=NN2O (HOBt), CCN(C(C)C)C(C)C (DIPEA), CN(C)C=O (DMF). Conditions: time 8 hour. Product: ClC1=CC=C2C(=C1)NC(C21C(NC(CC1C1=C(C=CC(=C1)Cl)OC(C)(C)C(N(C)C)=O)=O)C1=C(C=CC(=C1)F)F)=O (Racemic (2′R,3S,4′R)-6-chloro-4′-[5-chloro-2-(1-dimethylcarbamoyl-1-methyl-ethoxy)-phenyl]-2′-(2,5-difluoro-phenyl)spiro[3H-indole-3,3′-piperidine]-2,6′(1H)-dione). RXN SMILES: [Cl:1][C:2]1[CH:7]=[C:6]2[NH:8][C:9](=[O:39])[C:10]3([CH:15]([C:16]4[CH:21]=[C:20]([Cl:22])[CH:19]=[CH:18][C:17]=4[O:23]CC(C(O)=O)C)[CH2:14][C:13](=[O:30])[NH:12][CH:11]3[C:31]3[CH:36]=[C:35]([F:37])[CH:34]=[CH:33][C:32]=3[F:38])[C:5]2=[CH:4][CH:3]=1.Cl.CNC.CCN=C=N[CH2:49][CH2:50][CH2:51]N(C)C.Cl.C1C=CC2N(O)N=NC=2C=1.CCN(C(C)C)C(C)C.[CH3:75][N:76]([CH:78]=[O:79])[CH3:77]>>[Cl:1][C:2]1[CH:7]=[C:6]2[NH:8][C:9](=[O:39])[C:10]3([CH:15]([C:16]4[CH:21]=[C:20]([Cl:22])[CH:19]=[CH:18][C:17]=4[O:23][C:50]([C:78](=[O:79])[N:76]([CH3:77])[CH3:75])([CH3:51])[CH3:49])[CH2:14][C:13](=[O:30])[NH:12][CH:11]3[C:31]3[CH:36]=[C:35]([F:37])[CH:34]=[CH:33][C:32]=3[F:38])[C:5]2=[CH:4][CH:3]=1 |f:1.2,3.4|. Procedure details: A mixture of racemic (2′S,3S,4′R)-6-chloro-4′-[5-chloro-2-(2-hydroxycarbonyl-2-methyl-ethoxy)-phenyl]-2′-(2,5-difluoro phenyl)spiro[3H-indole-3,3′-piperidine]-2,6′(1H)-dione (100 mg, 0.174 mmol), dimethylamine hydrochloride (28 mg, 0.348 mmol), EDC.HCl (66 mg, 0.348 mmol), HOBt (47 mg, 0.348 mmol) and DIPEA (135 mg, 1.044 mmol) in anhydrous DMF (3 mL) was stirred at room temperature overnight. Then the mixture was filtered and the filtrate was concentrated. The residue was purified by Prep-HPLC ... The reactants are C(C)(=O)O[BH-](OC(C)=O)OC(C)=O.[Na+] (sodium triacetoxyborohydride), C(C=C)N (Allylamine), C(C)(=O)O (acetic acid), C(C)(C)(C)OC(=O)N1CCC(CC1)=O (1-(tert-butyoxycarbonyl)-4-piperidone). The solvent is ClCCCl (1,2-dichloroethane). Conditions: time 0.5 hour. Product: C(C=C)NC1CCN(CC1)C(=O)OC(C)(C)C (4-(allylamino)-1-(tert-butoxycarbonyl)piperidine). The yield is 99.7%. As a reaction SMILES: [CH2:1]([NH2:4])[CH:2]=[CH2:3].C(O)(=O)C.[C:9]([O:13][C:14]([N:16]1[CH2:21][CH2:20][C:19](=O)[CH2:18][CH2:17]1)=[O:15])([CH3:12])([CH3:11])[CH3:10].C(O[BH-](OC(=O)C)OC(=O)C)(=O)C.[Na+]>ClCCCl>[CH2:1]([NH:4][CH:19]1[CH2:20][CH2:21][N:16]([C:14]([O:13][C:9]([CH3:12])([CH3:11])[CH3:10])=[O:15])[CH2:17][CH2:18]1)[CH:2]=[CH2:3] |f:3.4|. Reported procedure: Allylamine (0.45 mL, 0.34 g, 6.0 mmol), acetic acid (0.300 mL, 315 mg, 5.24 mmol), and 3 A molecular sieves (2.00 g) were added to a solution of 1-(tert-butyoxycarbonyl)-4-piperidone (1.00 g, 5.01 mmol) in 14 mL of 1,2-dichloroethane. After stirring 0.5 h at RT, sodium triacetoxyborohydride (1.62 g, 7.6 mmol) was added in two portions 5 min apart. After an additional 3 h, the mixture was partitioned between 30 mL of ethyl acetate and 20 mL of saturated aqueous sodium bicarbonate. The aqueous lay... Reactants: C1(=CC=CC=C1)[Se]N1C(C=2C(C1=O)=CC=CC2)=O (N-(phenylseleno)phthalimide), OCC[C@@]1(C=C[C@H](C1)NC(OC(C)(C)C)=O)CO (tert-butyl ((1S,4S)-4-(2-hydroxyethyl)-4-(hydroxymethyl)cyclopent-2-en-1-yl)carbamate), B(F)(F)F (BF3). Run in C(Cl)Cl (CH2Cl2). Run at temperature 80 celsius, time 10 minute. Yields the product OC[C@]12[C@H](OCC1)[C@H]([C@H](C2)NC(OC(C)(C)C)=O)[Se]C2=CC=CC=C2 (tert-butyl ((3aR,5S,6S,6aS)-3a-(hydroxymethyl)-6-(phenylselanyl)hexahydro-2H-cyclopenta[b]furan-5-yl)carbamate). Reaction SMILES: [OH:1][CH2:2][CH2:3][C@@:4]1([CH2:17][OH:18])[CH2:8][C@H:7]([NH:9][C:10](=[O:16])[O:11][C:12]([CH3:15])([CH3:14])[CH3:13])[CH:6]=[CH:5]1.[C:19]1([Se:25]N2C(=O)C3=CC=CC=C3C2=O)[CH:24]=[CH:23][CH:22]=[CH:21][CH:20]=1.B(F)(F)F>C(Cl)Cl>[OH:18][CH2:17][C@:4]12[CH2:8][C@H:7]([NH:9][C:10](=[O:16])[O:11][C:12]([CH3:15])([CH3:13])[CH3:14])[C@H:6]([Se:25][C:19]3[CH:24]=[CH:23][CH:22]=[CH:21][CH:20]=3)[C@H:5]1[O:1][CH2:2][CH2:3]2. Procedure details: To a 12-L three-neck round bottom flask equipped with a mechanical stirrer, Claisen adapter with a nitrogen inlet and a temperature probe, and a nitrogen outlet was charged with the product of Step B (382 g, 1.26 mol, 1 eq) and CH2Cl2 (6.5 L). N-(phenylseleno)phthalimide (419 g, 1.39 mol, 1.1 eq) was added followed by BF3 etherate (16 mL, 0.126 mol, 0.1 eq) directly added by graduated cylinder. The reaction steadily climbed from 15° C. to 24° C. and within 10 min, the reaction formed a pink prec... Reactants: C1CCOC1, Cn1nc(C(F)(F)F)cc1NC(=O)Oc1ccccc1, COc1cc2ncnc(Oc3cccc(N)c3)c2cc1OC, CCN(C(C)C)C(C)C. The product is COc1cc2ncnc(Oc3cccc(NC(=O)Nc4cc(C(F)(F)F)nn4C)c3)c2cc1OC. Reaction SMILES: [CH2:52]1[O:53][CH2:54][CH2:55][CH2:56]1.[CH3:1][n:2]1[n:3][c:4]([C:17]([F:18])([F:19])[F:20])[cH:5][c:6]1[NH:7][C:8]([O:9][c:10]1[cH:11][cH:12][cH:13][cH:14][cH:15]1)=[O:16].[CH3:21][O:22][c:23]1[cH:24][c:25]2[c:26]([O:35][c:36]3[cH:37][c:38]([NH2:39])[cH:40][cH:41][cH:42]3)[n:27][cH:28][n:29][c:30]2[cH:31][c:32]1[O:33][CH3:34].[CH:43]([N:44]([CH2:45][CH3:46])[CH:47]([CH3:48])[CH3:49])([CH3:50])[CH3:51]>>[CH3:1][n:2]1[n:3][c:4]([C:17]([F:18])([F:19])[F:20])[cH:5][c:6]1[NH:7][C:8](=[O:16])[NH:39][c:38]1[cH:37][c:36]([O:35][c:26]2[c:25]3[cH:24][c:23]([O:22][CH3:21])[c:32]([O:33][CH3:34])[cH:31][c:30]3[n:29][cH:28][n:27]2)[cH:42][cH:41][cH:40]1. The reactants are NC1=NC=2C=CC=CC2C=2C1=NN(C2CC(C)(O)C)CCOC (1-[4-amino-2-(2-methoxyethyl)-2H-pyrazolo[3,4-c]quinolin-1-yl]-2-methylpropan-2-ol). Reagents/catalysts: [Pt](=O)=O (platinum (IV) oxide). Run in FC(C(=O)O)(F)F (trifluoroacetic acid). Reported procedure: The methods described in Example 586 were used to hydrogenate 1-[4-amino-2-(2-methoxyethyl)-2H-pyrazolo[3,4-c]quinolin-1-yl]-2-methylpropan-2-ol (1.75 g, 5.5 mmol) in the presence of platinum (IV) oxide (1.5 g) and trifluoroacetic acid (20 mL) and purify the product with the modification that before recrystallization, the product was also triturated with acetonitrile. 1-[4-Amino-2-(2-methoxyethyl)-6,7,8,9-tetrahydro-2H-pyrazolo[3,4-c]quinolin-1-yl]-2-methylpropan-2-ol (1.0 g) was obtained as whi... RXN SMILES: [NH2:1][C:2]1[C:11]2=[N:12][N:13]([CH2:20][CH2:21][O:22][CH3:23])[C:14]([CH2:15][C:16]([CH3:19])([OH:18])[CH3:17])=[C:10]2[C:9]2[CH:8]=[CH:7][CH:6]=[CH:5][C:4]=2[N:3]=1>[Pt](=O)=O.FC(F)(F)C(O)=O>[NH2:1][C:2]1[C:11]2=[N:12][N:13]([CH2:20][CH2:21][O:22][CH3:23])[C:14]([CH2:15][C:16]([CH3:19])([OH:18])[CH3:17])=[C:10]2[C:9]2[CH2:8][CH2:7][CH2:6][CH2:5][C:4]=2[N:3]=1. The yield is 57.1%. The product is NC1=NC=2CCCCC2C=2C1=NN(C2CC(C)(O)C)CCOC (1-[4-Amino-2-(2-methoxyethyl)-6,7,8,9-tetrahydro-2H-pyrazolo[3,4-c]quinolin-1-yl]-2-methylpropan-2-ol).